describe an organic reaction: reactants, conditions, products, and yield From a dataset of the Open Reaction Database (ORD), a public repository of structured organic reaction records. Reactants: [H-].[Na+] (Sodium hydride), COC(C1=CN=C(C=C1)NC(CSC1N(C(C(=C1C)C)=O)CC1=CC=C(C=C1)OC)=O)=O (6-{2-[1-(4-Methoxybenzyl)-3,4-dimethyl-5-oxo-2,5-dihydro-1H-pyrrol-2-ylsulfanyl]-acetylamino}-nicotinic acid methyl ester), C1CCOC1 (THF), BrCC(=O)OCC (Ethyl bromoacetate), C1CCOC1 (THF). Reaction conditions: temperature 0 celsius, time 0.5 hour. The product is COC(COC1N(C(C(=C1C)C)=O)CC1=CC=C(C=C1)OC)=O ([1-(4-Methoxybenzyl)-3,4-dimethyl-5-oxo-2,5-dihydro-1H-pyrrol-2-yloxy]-acetic acid methyl ester). As a reaction SMILES: COC(=O)C1C=CC(NC(=O)CS[CH:14]2[C:18]([CH3:19])=[C:17]([CH3:20])[C:16](=[O:21])[N:15]2[CH2:22][C:23]2[CH:28]=[CH:27][C:26]([O:29][CH3:30])=[CH:25][CH:24]=2)=NC=1.[H-].[Na+].Br[CH2:36][C:37]([O:39][CH2:40]C)=[O:38].C1C[O:45]CC1>>[CH3:40][O:39][C:37](=[O:38])[CH2:36][O:21][CH:16]1[C:17]([CH3:20])=[C:18]([CH3:19])[C:14](=[O:45])[N:15]1[CH2:22][C:23]1[CH:24]=[CH:25][C:26]([O:29][CH3:30])=[CH:27][CH:28]=1 |f:1.2|. Procedure details: The product from Example 1, Part B (400 mg, 1.6 mmol) in 15 mL THF was cooled to 0° C. under N2. Sodium hydride (58 mg, 2.4 mmol) was added in two portions and stirring continued for 0.5 h. Ethyl bromoacetate (400 mg, 2.4 mmol) in 5 mL THF was added dropwise over 5 min, and stirring continued at room temperature for 24 h. Solvent was evaporated, the mixture was cooled to 0° C., EtOAc was added, followed by cold water. The aqueous phase was washed with EtOAc. The combined organics were dried (Na2... Starting materials: CC(C)=O, Cl, CC(F)(F)CC1C(=O)OCN1C(=O)OCc1ccccc1, [Na+], [OH-]. The product is CC(F)(F)CC(NC(=O)OCc1ccccc1)C(=O)O. Reaction SMILES: [CH3:25][C:26](=[O:27])[CH3:28].[ClH:24].[F:1][C:2]([CH2:3][CH:4]1[N:5]([C:10](=[O:11])[O:12][CH2:13][c:14]2[cH:15][cH:16][cH:17][cH:18][cH:19]2)[CH2:6][O:7][C:8]1=[O:9])([CH3:20])[F:21].[Na+:23].[OH-:22]>>[F:1][C:2]([CH2:3][CH:4]([NH:5][C:10](=[O:11])[O:12][CH2:13][c:14]1[cH:15][cH:16][cH:17][cH:18][cH:19]1)[C:8](=[O:7])[OH:9])([CH3:20])[F:21]. The reactants are CC(=O)O, CS(C)=O, CC(=O)[O-], O=C1c2ccccc2C(=O)N1c1ncc(C(Cl)Cl)nc1CCl, ClCCl, [K+]. Product: CC(=O)OCc1nc(C(Cl)Cl)cnc1N1C(=O)c2ccccc2C1=O. RXN SMILES: [CH3:1][C:2]([OH:3])=[O:4].[CH3:35][S:36](=[O:37])[CH3:38].[CH3:6][C:7](=[O:8])[O-:9].[Cl:10][CH2:11][c:12]1[c:13]([N:21]2[C:22](=[O:31])[c:23]3[c:24]([cH:27][cH:28][cH:29][cH:30]3)[C:25]2=[O:26])[n:14][cH:15][c:16]([CH:18]([Cl:19])[Cl:20])[n:17]1.[Cl:32][CH2:33][Cl:34].[K+:5]>>[CH3:1][C:2]([O:3][CH2:11][c:12]1[c:13]([N:21]2[C:22](=[O:31])[c:23]3[c:24]([cH:27][cH:28][cH:29][cH:30]3)[C:25]2=[O:26])[n:14][cH:15][c:16]([CH:18]([Cl:19])[Cl:20])[n:17]1)=[O:4]. The reactants are BrCC1=NC2=CC(=C(C=C2C(=C1C(CC(C)C)=O)C1=CC(=C(C=C1)OC)OC)OC)OC (2-bromomethyl-4-(3,4-dimethoxyphenyl)-3-isovaleryl-6,7-dimethoxyquinoline), SC=1N(C=CN1)C (2-mercapto-1-methylimidazole). Yields the product COC=1C=C(C=CC1OC)C1=C(C(=NC2=CC(=C(C=C12)OC)OC)CSC=1N(C=CN1)C)C(CC(C)C)=O (4-(3,4-dimethoxyphenyl)-3-isovaleryl-6,7-dimethoxy-2-[(1-methylimidazol-2-yl)thiomethyl]quinoline). RXN SMILES: Br[CH2:2][C:3]1[C:12]([C:13](=[O:18])[CH2:14][CH:15]([CH3:17])[CH3:16])=[C:11]([C:19]2[CH:24]=[CH:23][C:22]([O:25][CH3:26])=[C:21]([O:27][CH3:28])[CH:20]=2)[C:10]2[C:5](=[CH:6][C:7]([O:31][CH3:32])=[C:8]([O:29][CH3:30])[CH:9]=2)[N:4]=1.[SH:33][C:34]1[N:35]([CH3:39])[CH:36]=[CH:37][N:38]=1>>[CH3:28][O:27][C:21]1[CH:20]=[C:19]([C:11]2[C:10]3[C:5](=[CH:6][C:7]([O:31][CH3:32])=[C:8]([O:29][CH3:30])[CH:9]=3)[N:4]=[C:3]([CH2:2][S:33][C:34]3[N:35]([CH3:39])[CH:36]=[CH:37][N:38]=3)[C:12]=2[C:13](=[O:18])[CH2:14][CH:15]([CH3:17])[CH3:16])[CH:24]=[CH:23][C:22]=1[O:25][CH3:26]. Procedure details: According to the same manner as that described in Example 4, 2-bromomethyl-4-(3,4-dimethoxyphenyl)-3-isovaleryl-6,7-dimethoxyquinoline was reacted with 2-mercapto-1-methylimidazole to give 4-(3,4-dimethoxyphenyl)-3-isovaleryl-6,7-dimethoxy-2-[(1-methylimidazol-2-yl)thiomethyl]quinoline. This compound was recrystallized from ethanol to give colorless prisms. mp. 152°-153° C. The reactants are O1CCCC1 (tetrahydrofuran), N1C(=NC=C1)CC(CNC(=O)C1=CC=C(CN2CC3(CC2C(=O)OCC)CCN(CC3)CC(C)C)C=C1)CC=1NC=CN1 (Ethyl 2-(4-{[3-(1H-imidazol-2-yl)-2-(1H-imidazol-2-ylmethyl)propyl]carbamoyl}benzyl)-8-isobutyl-2,8-diazaspiro[4.5]decane-3-carboxylate), [OH-].[Na+] (sodium hydroxide), Cl (hydrochloric acid). Solvent: CO (methanol). Reaction conditions: temperature 50 celsius, time 3 hour. Yields the product N1C(=NC=C1)CC(CNC(=O)C1=CC=C(CN2CC3(CC2C(=O)O)CCN(CC3)CC(C)C)C=C1)CC=1NC=CN1 (2-(4-{[3-(1H-imidazol-2-yl)-2-(1H-imidazol-2-ylmethyl)propyl]carbamoyl}benzyl)-8-isobutyl-2,8-diazaspiro[4.5]decane-3-carboxylic acid). Yield: 72.1%. RXN SMILES: O1CCCC1.[NH:6]1[CH:10]=[CH:9][N:8]=[C:7]1[CH2:11][CH:12]([CH2:43][C:44]1[NH:45][CH:46]=[CH:47][N:48]=1)[CH2:13][NH:14][C:15]([C:17]1[CH:42]=[CH:41][C:20]([CH2:21][N:22]2[CH:26]([C:27]([O:29]CC)=[O:28])[CH2:25][C:24]3([CH2:36][CH2:35][N:34]([CH2:37][CH:38]([CH3:40])[CH3:39])[CH2:33][CH2:32]3)[CH2:23]2)=[CH:19][CH:18]=1)=[O:16].[OH-].[Na+].Cl>CO>[NH:6]1[CH:10]=[CH:9][N:8]=[C:7]1[CH2:11][CH:12]([CH2:43][C:44]1[NH:45][CH:46]=[CH:47][N:48]=1)[CH2:13][NH:14][C:15]([C:17]1[CH:18]=[CH:19][C:20]([CH2:21][N:22]2[CH:26]([C:27]([OH:29])=[O:28])[CH2:25][C:24]3([CH2:32][CH2:33][N:34]([CH2:37][CH:38]([CH3:39])[CH3:40])[CH2:35][CH2:36]3)[CH2:23]2)=[CH:41][CH:42]=1)=[O:16] |f:2.3|. Procedure: To a tetrahydrofuran (2 mL)-methanol (2 mL) solution of the compound (51 mg) produced in Example 80(3), an aqueous 2N sodium hydroxide solution (0.5 mL) was added. The reaction solution was stirred at 50° C. for 3 hours. To the reaction solution, 1N hydrochloric acid was added so as to adjust the pH to about 5. The reaction solution was concentrated under reduced pressure. The residue was washed with ethanol. An insoluble salt was removed by filtration, and then the filtrate was concentrated. Th... Starting materials: O=Cc1cnc(Nc2ccc(C(=O)O)cn2)s1, Nc1cc(C(=O)NC2CC2)c(F)cc1F. Yields the product O=C(O)c1ccc(Nc2ncc(CNc3cc(C(=O)NC4CC4)c(F)cc3F)s2)nc1. RXN SMILES: [CH:1](=[O:2])[c:3]1[cH:4][n:5][c:6]([NH:8][c:9]2[n:10][cH:11][c:12]([C:13](=[O:14])[OH:15])[cH:16][cH:17]2)[s:7]1.[NH2:18][c:19]1[c:20]([F:32])[cH:21][c:22]([F:31])[c:23]([C:24](=[O:25])[NH:26][CH:27]2[CH2:28][CH2:29]2)[cH:30]1>>[CH2:1]([c:3]1[cH:4][n:5][c:6]([NH:8][c:9]2[n:10][cH:11][c:12]([C:13](=[O:14])[OH:15])[cH:16][cH:17]2)[s:7]1)[NH:18][c:19]1[c:20]([F:32])[cH:21][c:22]([F:31])[c:23]([C:24](=[O:25])[NH:26][CH:27]2[CH2:28][CH2:29]2)[cH:30]1. The reactants are C(C)(C)(C)OC(=O)NCC=1SC=C(N1)CO (2-(tert-butoxycarbonylamino)methyl-4-hydroxymethylthiazole), C(C)N(CC)S(F)(F)F (diethylaminosulphur trifluoride), saturated aqueous solution, C(O)([O-])=O.[Na+] (sodium hydrogencarbonate). The solvent is ClCCl (dichloromethane). Conditions: time 30 minute. The product is C(C)(C)(C)OC(=O)NCC=1SC=C(N1)CF (2-(tert-Butoxycarbonylamino)methyl-4-fluoromethylthiazole). The yield is 47.0%. As a reaction SMILES: [C:1]([O:5][C:6]([NH:8][CH2:9][C:10]1[S:11][CH:12]=[C:13]([CH2:15]O)[N:14]=1)=[O:7])([CH3:4])([CH3:3])[CH3:2].C(N(S(F)(F)[F:23])CC)C.C(=O)([O-])O.[Na+]>ClCCl>[C:1]([O:5][C:6]([NH:8][CH2:9][C:10]1[S:11][CH:12]=[C:13]([CH2:15][F:23])[N:14]=1)=[O:7])([CH3:4])([CH3:3])[CH3:2] |f:2.3|. Procedure: To a solution of 1.0 g of the above-obtained 2-(tert-butoxycarbonylamino)methyl-4-hydroxymethylthiazole in 20 ml of dichloromethane was added 0.6 ml of diethylaminosulphur trifluoride with ice-cooling, and the mixture was stirred at room temperature for 30 minutes. To this reaction solution was added 20 ml of a saturated aqueous solution of sodium hydrogencarbonate, and the mixture was stirred for 10 minutes. The organic layer was separated, and the aqueous layer was extracted with dichlorometha... The product is COC(=O)c1cccnc1Br. The reactants are O=C(O)c1cccnc1Br, CC(=O)O, C1CCOC1, CCOCC. Reaction SMILES: [Br:1][c:2]1[c:3]([C:4](=[O:5])[OH:6])[cH:7][cH:8][cH:9][n:10]1.[C:11]([OH:12])(=[O:13])[CH3:14].[CH2:20]1[O:21][CH2:22][CH2:23][CH2:24]1.[CH3:15][CH2:16][O:17][CH2:18][CH3:19]>>[Br:1][c:2]1[c:3]([C:4](=[O:5])[O:6][CH3:11])[cH:7][cH:8][cH:9][n:10]1.